From a dataset of the Open Reaction Database (ORD), a public repository of structured organic reaction records. describe an organic reaction: reactants, conditions, products, and yield Starting materials: Cl (hydrochloric acid), [Cl-].[Al+3].[Cl-].[Cl-] (aluminum chloride), Cl (hydrochloric acid), C1(=CC=CC=C1)C=1SC2=C(C1)C=CC=C2 (2-phenylbenzothiophene), C(C)N(CCCOC1=CC=C(C(=O)Cl)C=C1)CC (4-(3-diethylaminopropoxy)benzoyl chloride). Run in C(=S)=S (carbon disulfide), C(=S)=S.C(Cl)Cl (carbon disulfide methylene chloride). Run at time 16 hour. Product: C(C)N(CCCOC1=CC=C(C(=O)C2=C(SC3=C2C=CC=C3)C3=CC=CC=C3)C=C1)CC (3-[4-(3-Diethylaminopropoxy)benzoyl]-2-phenylbenzothiophene). RXN SMILES: [Cl-].[Al+3].[Cl-].[Cl-].[C:5]1([C:11]2[S:12][C:13]3[CH:19]=[CH:18][CH:17]=[CH:16][C:14]=3[CH:15]=2)[CH:10]=[CH:9][CH:8]=[CH:7][CH:6]=1.[CH2:20]([N:22]([CH2:36][CH3:37])[CH2:23][CH2:24][CH2:25][O:26][C:27]1[CH:35]=[CH:34][C:30]([C:31](Cl)=[O:32])=[CH:29][CH:28]=1)[CH3:21].Cl>C(=S)=S.C(Cl)Cl.C(=S)=S>[CH2:36]([N:22]([CH2:20][CH3:21])[CH2:23][CH2:24][CH2:25][O:26][C:27]1[CH:28]=[CH:29][C:30]([C:31]([C:15]2[C:14]3[CH:16]=[CH:17][CH:18]=[CH:19][C:13]=3[S:12][C:11]=2[C:5]2[CH:10]=[CH:9][CH:8]=[CH:7][CH:6]=2)=[O:32])=[CH:34][CH:35]=1)[CH3:37] |f:0.1.2.3,7.8|. Reported procedure: To a slurry of 4.0 g. (0.03 mol.) of anhydrous aluminum chloride in 30 ml. of carbon disulfide under a nitrogen atmosphere at 5° is added a mixture of 2.1 g. (0.01 mol.) of 2-phenylbenzothiophene in 40 ml. of 1:1 carbon disulfide-methylene chloride containing 3.06 g. (0.01 mol.) of 4-(3-diethylaminopropoxy)benzoyl chloride. After addition, the reaction mixture is warmed to ambient temperature and stirred for 16 hours. Dilute aqueous hydrochloric acid is added to the mixture and the layers are se... Starting materials: CCCC(CCC)c1cc(C)nn2cc(C)nc12, CCOC(C)=O, CC#N, O=C1CCC(=O)N1I. The product is CCCC(CCC)c1cc(C)nn2c(I)c(C)nc12. As a reaction SMILES: [CH3:1][c:2]1[n:3][c:4]2[n:5]([n:6][c:7]([CH3:17])[cH:8][c:9]2[CH:10]([CH2:11][CH2:12][CH3:13])[CH2:14][CH2:15][CH3:16])[cH:18]1.[CH3:27][CH2:28][O:29][C:30](=[O:31])[CH3:32].[CH3:33][C:34]#[N:35].[O:19]=[C:20]1[N:21]([I:26])[C:22](=[O:23])[CH2:24][CH2:25]1>>[CH3:1][c:2]1[n:3][c:4]2[n:5]([n:6][c:7]([CH3:17])[cH:8][c:9]2[CH:10]([CH2:11][CH2:12][CH3:13])[CH2:14][CH2:15][CH3:16])[c:18]1[I:26]. Reactants: C(=O)(OC(C)(C)C)NCCCCCC(=O)O (N-Boc-6-aminohexanoic acid), FC1=C(C(=C(C(=C1O)F)F)F)F (pentafluorophenol), C1CCC(CC1)N=C=NC2CCCCC2 (DCC). Run in CCOC(=O)C (EtOAc). Run at time 16 hour. The product is C(C)(C)(C)OC(=O)NCCCCCC(=O)OC1=C(C(=C(C(=C1F)F)F)F)F (Pentafluorophenyl N-tert-butoxycarbonyl-6-aminohexanoate). Isolated yield 93.9%. RXN SMILES: [C:1]([NH:8][CH2:9][CH2:10][CH2:11][CH2:12][CH2:13][C:14]([OH:16])=[O:15])([O:3][C:4]([CH3:7])([CH3:6])[CH3:5])=[O:2].[F:17][C:18]1[C:23](O)=[C:22]([F:25])[C:21]([F:26])=[C:20]([F:27])[C:19]=1[F:28].C1CCC(N=C=NC2CCCCC2)CC1>CCOC(C)=O>[C:4]([O:3][C:1]([NH:8][CH2:9][CH2:10][CH2:11][CH2:12][CH2:13][C:14]([O:16][C:23]1[C:22]([F:25])=[C:21]([F:26])[C:20]([F:27])=[C:19]([F:28])[C:18]=1[F:17])=[O:15])=[O:2])([CH3:6])([CH3:7])[CH3:5]. Procedure details: To a solution of N-Boc-6-aminohexanoic acid (4.78 g, 20.8 mmol) and pentafluorophenol (3.68 g, 20 mmol) in 50 mL of EtOAc was added DCC (4.12 g, 20 mmol). This was allowed to stir for 16 h, and was then filtered and the filtrate evaporated in vacuo to a syrup. On standing, this crystallized to give 7.46 g (94%) of the ester. Rerystallization from isopropanol/1% acetic acid gave 6.26 g of white needles, mp 81°-83° C. 1H NMR (CDCl3) δ 1.4-1.6 (m, 15H, Boc CH3 and internal CH2), 1.8 (m, 2H, CH2CH2C... Reactants: O=C(n1ccnc1)n1ccnc1, COc1cc(OC)c(F)c(NCc2cnc(SC)nc2NC2CCCC2)c1F, [H-], [Na+], C1CCOC1. Product: COc1cc(OC)c(F)c(N2Cc3cnc(SC)nc3N(C3CCCC3)C2=O)c1F. RXN SMILES: [C:31](=[O:32])([n:33]1[cH:34][cH:35][n:36][cH:37]1)[n:38]1[cH:39][cH:40][n:41][cH:42]1.[CH:1]1([NH:6][c:7]2[n:8][c:9]([S:27][CH3:28])[n:10][cH:11][c:12]2[CH2:13][NH:14][c:15]2[c:16]([F:26])[c:17]([O:24][CH3:25])[cH:18][c:19]([O:22][CH3:23])[c:20]2[F:21])[CH2:2][CH2:3][CH2:4][CH2:5]1.[H-:29].[Na+:30].[O:43]1[CH2:44][CH2:45][CH2:46][CH2:47]1>>[CH:1]1([N:6]2[c:7]3[n:8][c:9]([S:27][CH3:28])[n:10][cH:11][c:12]3[CH2:13][N:14]([c:15]3[c:16]([F:26])[c:17]([O:24][CH3:25])[cH:18][c:19]([O:22][CH3:23])[c:20]3[F:21])[C:31]2=[O:32])[CH2:2][CH2:3][CH2:4][CH2:5]1.